Task: describe an organic reaction: reactants, conditions, products, and yield. Dataset: the Open Reaction Database (ORD), a public repository of structured organic reaction records Starting materials: C(C)(C)(C)OC(NC1=C(C=C(C(=C1)C)C(F)(F)F)NC(CC(C1=CC(=CC=C1)N1N=NC=C1COC1OCCCC1)=O)=O)=O ((RS)-[5-methyl-2-(3-oxo-3-{3-[5-(tetrahydro-pyran-2-yloxymethyl)-[1,2,3]triazol-1-yl]-phenyl}-propionylamino)-4-trifluoromethyl-phenyl]-carbamic acid tert-butyl ester), C(=O)(C(F)(F)F)O (TFA). The solvent is C(Cl)Cl (CH2Cl2). The product is OCC1=CN=NN1C=1C=C(C=CC1)C1=NC2=C(NC(C1)=O)C=C(C(=C2)C)C(F)(F)F (4-[3-(5-Hydroxymethyl-[1,2,3]triazol-1-yl)-phenyl]-7-methyl-8-trifluoromethyl-1,3-dihydro-benzo[b][1,4]diazepin-2-one), solid. The yield is 66.0%. As a reaction SMILES: C(OC(=O)[NH:7][C:8]1[CH:13]=[C:12]([CH3:14])[C:11]([C:15]([F:18])([F:17])[F:16])=[CH:10][C:9]=1[NH:19][C:20](=[O:43])[CH2:21][C:22](=O)[C:23]1[CH:28]=[CH:27][CH:26]=[C:25]([N:29]2[C:33]([CH2:34][O:35]C3CCCCO3)=[CH:32][N:31]=[N:30]2)[CH:24]=1)(C)(C)C.C(O)(C(F)(F)F)=O>C(Cl)Cl>[OH:35][CH2:34][C:33]1[N:29]([C:25]2[CH:24]=[C:23]([C:22]3[CH2:21][C:20](=[O:43])[NH:19][C:9]4[CH:10]=[C:11]([C:15]([F:16])([F:18])[F:17])[C:12]([CH3:14])=[CH:13][C:8]=4[N:7]=3)[CH:28]=[CH:27][CH:26]=2)[N:30]=[N:31][CH:32]=1. Procedure: The title compound was prepared from (RS)-[5-methyl-2-(3-oxo-3-{3-[5-(tetrahydro-pyran-2-yloxymethyl)-[1,2,3]triazol-1-yl]-phenyl}-propionylamino)-4-trifluoromethyl-phenyl]-carbamic acid tert-butyl ester (Example M46) (0.90 g, 1.46 mmol) by treatment with TFA in CH2Cl2 according to the general procedure N. Obtained as an off-white solid (400 mg, 66%). Reactants: C(C)(=O)C1=CC(=C(N)C(=C1)Cl)Cl (4-acetyl-2,6-dichloroaniline), N(=O)[O-].[Na+] (sodium nitrite), solution, [PH2](=O)O (hypophosphorous acid). The solvent is O (water), O (water), O (water). Conditions: temperature 0 celsius, time 2 hour. The product is ClC=1C=C(C=C(C1)Cl)C(C)=O ((3,5-dichloro)phenyl-ethanone). Isolated yield 78.2%. RXN SMILES: [C:1]([C:4]1[CH:10]=[C:9]([Cl:11])[C:7](N)=[C:6]([Cl:12])[CH:5]=1)(=[O:3])[CH3:2].N([O-])=O.[Na+].[PH2](O)=O>O>[Cl:11][C:9]1[CH:10]=[C:4]([C:1](=[O:3])[CH3:2])[CH:5]=[C:6]([Cl:12])[CH:7]=1 |f:1.2|. Procedure: 814 g (4 mol) of 4-acetyl-2,6-dichloroaniline, prepared according to patent DD 273,435 of the 15/11/1989, are recrystallised from a mixture of 1200 ml of concentrated hydrochloric acid and 5200 ml of concentrated acetic acid. After cooling to 0° C., a solution of 290 g (4.2 mol) of sodium nitrite in 770 ml of water is run in in a thin stream. After 2 h 30 at this temperature, the solution is run onto 2200 ml of a 50% solution of hypophosphorous acid in water at 5° C. At the end of the addition, ... Reactants: CC(C)CCN, O=C(O)c1ccc(N2CC3=C(CN(C(=O)c4ccccc4C(F)(F)F)C3)C2)nc1. Product: CC(C)CCNC(=O)c1ccc(N2CC3=C(CN(C(=O)c4ccccc4C(F)(F)F)C3)C2)nc1. Reaction SMILES: [CH2:30]([CH2:31][CH:32]([CH3:33])[CH3:34])[NH2:35].[F:1][C:2]([c:3]1[c:4]([C:5](=[O:6])[N:7]2[CH2:8][C:9]3=[C:10]([CH2:11]2)[CH2:12][N:13]([c:15]2[n:16][cH:17][c:18]([C:19](=[O:20])[OH:21])[cH:22][cH:23]2)[CH2:14]3)[cH:24][cH:25][cH:26][cH:27]1)([F:28])[F:29]>>[F:1][C:2]([c:3]1[c:4]([C:5](=[O:6])[N:7]2[CH2:8][C:9]3=[C:10]([CH2:11]2)[CH2:12][N:13]([c:15]2[n:16][cH:17][c:18]([C:19](=[O:20])[NH:35][CH2:30][CH2:31][CH:32]([CH3:33])[CH3:34])[cH:22][cH:23]2)[CH2:14]3)[cH:24][cH:25][cH:26][cH:27]1)([F:28])[F:29]. Starting materials: BrC=1C(=NC2=CC=C(C=C2N1)C(=O)OC)C1=CC=CC=C1 (methyl 3-bromo-2-phenylquinoxaline-6-carboxylate), Cl.Cl.N1(CCNCC1)C=1N=CC2=CC=CC=C2C1 (3-(piperazin-1-yl)isoquinoline dihydrochloride), CCN(C(C)C)C(C)C (DIEA). Solvent: CN(C=O)C (N,N-dimethylformamide). Run at temperature 100 celsius, time 8 hour. The product is C1(=CC=CC=C1)C1=NC2=CC=C(C=C2N=C1N1CCN(CC1)C1=NC2=CC=CC=C2C=C1)C(=O)OC (Methyl 2-phenyl-3-(4-(quinolin-2-yl)piperazin-1-yl)quinoxaline-6-carboxylate). As a reaction SMILES: Br[C:2]1[C:3]([C:16]2[CH:21]=[CH:20][CH:19]=[CH:18][CH:17]=2)=[N:4][C:5]2[C:10]([N:11]=1)=[CH:9][C:8]([C:12]([O:14][CH3:15])=[O:13])=[CH:7][CH:6]=2.Cl.Cl.[N:24]1([C:30]2[N:31]=[CH:32][C:33]3[C:38]([CH:39]=2)=[CH:37][CH:36]=[CH:35][CH:34]=3)[CH2:29][CH2:28][NH:27][CH2:26][CH2:25]1.CCN(C(C)C)C(C)C>CN(C)C=O>[C:16]1([C:3]2[C:2]([N:27]3[CH2:26][CH2:25][N:24]([C:30]4[CH:39]=[CH:38][C:33]5[C:32](=[CH:37][CH:36]=[CH:35][CH:34]=5)[N:31]=4)[CH2:29][CH2:28]3)=[N:11][C:10]3[C:5](=[CH:6][CH:7]=[C:8]([C:12]([O:14][CH3:15])=[O:13])[CH:9]=3)[N:4]=2)[CH:21]=[CH:20][CH:19]=[CH:18][CH:17]=1 |f:1.2.3|. Reported procedure: Into a 8-mL sealed tube, was placed methyl 3-bromo-2-phenylquinoxaline-6-carboxylate (150 mg, 0.44 mmol, 1.00 equiv), 3-(piperazin-1-yl)isoquinoline dihydrochloride (250.8 mg, 0.88 mmol, 2.00 equiv), DIEA (170.3 mg, 1.32 mmol, 3.00 equiv), N,N-dimethylformamide (3 mL). The resulting solution was stirred overnight at 100° C. in an oil bath. The reaction was then quenched by the addition of water. The resulting solution was extracted with 4×30 mL of dichloromethane and the organic layers combined ... Reactants: COC(=O)C1=CNC2=CC=CC=C12 (Indole-3-carboxylic acid methyl ester), ice, C([O-])([O-])=O.[K+].[K+] (potassium carbonate), C(OC)(OC)=O (dimethyl carbonate). Run in CN(C=O)C (N,N-dimethylformamide). Reaction SMILES: [CH3:1][O:2][C:3]([C:5]1[C:13]2[C:8](=[CH:9][CH:10]=[CH:11][CH:12]=2)[NH:7][CH:6]=1)=[O:4].[C:14](=O)([O-])[O-].[K+].[K+].C(=O)(OC)OC>CN(C)C=O>[CH3:1][O:2][C:3]([C:5]1[C:13]2[C:8](=[CH:9][CH:10]=[CH:11][CH:12]=2)[N:7]([CH3:14])[CH:6]=1)=[O:4] |f:1.2.3|. Isolated yield 151.9%. Product: COC(=O)C1=CN(C2=CC=CC=C12)C (1-methylindole-3-carboxylic acid methyl ester). Run at temperature 130 celsius, time 3.5 hour. Procedure details: Indole-3-carboxylic acid methyl ester (5.0 g, 28.54 mmol), potassium carbonate (2.5 g), N,N-dimethylformamide (35 mL) and dimethyl carbonate (7.2 mL, 85 mmol) were combined and the stirred mixture was heated to reflux (˜130° C.). Within 3.5 h, the reaction had gone to completion as determined by HPLC analysis. After the reaction mixture was cooled to ˜3° C., ice cold water (100 mL) was slowly added. The resulting slightly off-white solid was recovered by filtration and was washed with water (2×5... Starting materials: O=[N+]([O-])c1ccc(NCCNc2ncc(-c3ncc[nH]3)c(-c3ccc(Cl)cc3Cl)n2)nc1, NCCNc1ccccn1, c1ccncc1. Product: NCCNc1ccc([N+](=O)[O-])cn1. RXN SMILES: [Cl:11][c:12]1[cH:13][c:14]([Cl:15])[cH:16][cH:17][c:18]1-[c:19]1[c:20](-[c:21]2[nH:22][cH:23][cH:24][n:25]2)[cH:26][n:27][c:28]([NH:30][CH2:31][CH2:32][NH:33][c:34]2[n:35][cH:36][c:37]([N+:40](=[O:41])[O-:42])[cH:38][cH:39]2)[n:29]1.[NH2:1][CH2:2][CH2:3][NH:4][c:5]1[n:6][cH:7][cH:8][cH:9][cH:10]1.[cH:43]1[cH:44][cH:45][n:46][cH:47][cH:48]1>>[NH2:30][CH2:31][CH2:32][NH:33][c:34]1[n:35][cH:36][c:37]([N+:40](=[O:41])[O-:42])[cH:38][cH:39]1.